From a dataset of the Open Reaction Database (ORD), a public repository of structured organic reaction records. describe an organic reaction: reactants, conditions, products, and yield The reactants are crude product, C(C)(C)(C)OC(NC1=C(C=C(C(=C1)C)Cl)N)=O ((2-amino-4-chloro-5-methyl-phenyl)-carbamic acid tert-butyl ester), C(C)(C)(C)OC(CC(=O)C1=CC(=CC=C1)C1=NC=NC(=C1)N)=O (3-[3-(6-amino-pyrimidin-4-yl)-phenyl]-3-oxo-propionic acid tert-butyl ester). The product is NC1=CC(=NC=N1)C=1C=C(C=CC1)C1=NC2=C(NC(C1)=O)C=C(C(=C2)C)Cl (4-[3-(6-Amino-pyrimidin-4-yl)-phenyl]-8-chloro-7-methyl-1,3-dihydro-benzo[b][1,4]diazepin-2-one), solid. RXN SMILES: C(OC(=O)[NH:7][C:8]1[CH:13]=[C:12]([CH3:14])[C:11]([Cl:15])=[CH:10][C:9]=1[NH2:16])(C)(C)C.C(O[C:23](=[O:40])[CH2:24][C:25]([C:27]1[CH:32]=[CH:31][CH:30]=[C:29]([C:33]2[CH:38]=[C:37]([NH2:39])[N:36]=[CH:35][N:34]=2)[CH:28]=1)=O)(C)(C)C>>[NH2:39][C:37]1[N:36]=[CH:35][N:34]=[C:33]([C:29]2[CH:28]=[C:27]([C:25]3[CH2:24][C:23](=[O:40])[NH:16][C:9]4[CH:10]=[C:11]([Cl:15])[C:12]([CH3:14])=[CH:13][C:8]=4[N:7]=3)[CH:32]=[CH:31][CH:30]=2)[CH:38]=1. Reported procedure: The title compound was prepared from (2-amino-4-chloro-5-methyl-phenyl)-carbamic acid tert-butyl ester (Example J22) (103 mg, 0.4 mmol) and 3-[3-(6-amino-pyrimidin-4-yl)-phenyl]-3-oxo-propionic acid tert-butyl ester (Example K53) (138 mg, 0.44 mmol) according to the general procedure M and subsequent treatment of the crude product according to the general procedure N. Obtained as a light yellow solid (126 mg). Reactants: CN1C=C(C2=CC=CC=C12)CC(=O)O (1-methyl-1H-indole-3-acetic acid), Cl.NC(=O)NCC1=CC=C(C=C1)CNC([C@H](N)CCCNC(=N[N+](=O)[O-])N)=O ((R)-N-[[4-(aminocarbonylaminomethyl)phenyl]methyl]-N5 -[amino(nitroimino)methyl]-ornithinamide-hydrochloride), CN(C)C(=[N+](C)C)ON1C2=C(C=CC=C2)N=N1.[B-](F)(F)(F)F (TBTU). Product: NC(=O)NCC1=CC=C(C=C1)CNC([C@H](NC(CC1=CN(C2=CC=CC=C12)C)=O)CCCNC(=N[N+](=O)[O-])N)=O ((R)-N-[[4-(Aminocarbonylaminomethyl)phenyl]methyl]-N5 -[amino(nitroimino)methyl]-N2 -[(1-methyl-1H-indol-3-yl)acetyl]-ornithinamide). The yield is 34.0%. As a reaction SMILES: [CH3:1][N:2]1[C:10]2[C:5](=[CH:6][CH:7]=[CH:8][CH:9]=2)[C:4]([CH2:11][C:12]([OH:14])=O)=[CH:3]1.Cl.[NH2:16][C:17]([NH:19][CH2:20][C:21]1[CH:26]=[CH:25][C:24]([CH2:27][NH:28][C:29](=[O:42])[C@@H:30]([CH2:32][CH2:33][CH2:34][NH:35][C:36]([NH2:41])=[N:37][N+:38]([O-:40])=[O:39])[NH2:31])=[CH:23][CH:22]=1)=[O:18].CN(C(ON1N=NC2C=CC=CC1=2)=[N+](C)C)C.[B-](F)(F)(F)F>>[NH2:16][C:17]([NH:19][CH2:20][C:21]1[CH:22]=[CH:23][C:24]([CH2:27][NH:28][C:29](=[O:42])[C@@H:30]([CH2:32][CH2:33][CH2:34][NH:35][C:36]([NH2:41])=[N:37][N+:38]([O-:40])=[O:39])[NH:31][C:12](=[O:14])[CH2:11][C:4]2[C:5]3[C:10](=[CH:9][CH:8]=[CH:7][CH:6]=3)[N:2]([CH3:1])[CH:3]=2)=[CH:25][CH:26]=1)=[O:18] |f:1.2,3.4|. Reported procedure: Prepared analogously to Example 69a) from 1-methyl-1H-indole-3-acetic acid, (R)-N-[[4-(aminocarbonylaminomethyl)phenyl]methyl]-N5 -[amino(nitroimino)methyl]-ornithinamide-hydrochloride and TBTU in a yield of 34% of theory. Colourless, amorphous substance, which was used in the following step without purification. The reactants are CCn1ncc2c(NC3CCCCC3)c(C3=NOC(CO)(CCO)C3)cnc21, O=C1CCC(=O)N1, CC(C)OC(=O)N=NC(=O)OC(C)C, C1CCOC1, c1ccc(P(c2ccccc2)c2ccccc2)cc1. The product is CCn1ncc2c(NC3CCCCC3)c(C3=NOC4(CCOC4)C3)cnc21. RXN SMILES: [CH:1]1([NH:7][c:8]2[c:9]3[c:10]([n:11][cH:12][c:13]2[C:14]2=[N:15][O:16][C:17]([CH2:19][OH:20])([CH2:21][CH2:22][OH:23])[CH2:18]2)[n:24]([CH2:27][CH3:28])[n:25][cH:26]3)[CH2:2][CH2:3][CH2:4][CH2:5][CH2:6]1.[O:48]=[C:49]1[NH:50][C:51](=[O:52])[CH2:53][CH2:54]1.[O:55]=[C:56]([O:57][CH:58]([CH3:59])[CH3:60])[N:61]=[N:62][C:63]([O:64][CH:65]([CH3:66])[CH3:67])=[O:68].[O:69]1[CH2:70][CH2:71][CH2:72][CH2:73]1.[c:29]1([P:30]([c:31]2[cH:32][cH:33][cH:34][cH:35][cH:36]2)[c:37]2[cH:38][cH:39][cH:40][cH:41][cH:42]2)[cH:43][cH:44][cH:45][cH:46][cH:47]1>>[CH:1]1([NH:7][c:8]2[c:9]3[c:10]([n:11][cH:12][c:13]2[C:14]2=[N:15][O:16][C:17]4([CH2:18]2)[CH2:19][O:23][CH2:22][CH2:21]4)[n:24]([CH2:27][CH3:28])[n:25][cH:26]3)[CH2:2][CH2:3][CH2:4][CH2:5][CH2:6]1. Run at time 30 minute. Starting materials: ClC1=C2C(=NC=C1)N(C=C2)[Si](C(C)C)(C(C)C)C(C)C (4-Chloro-1-(triisopropylsilyl)-1H-pyrrolo[2,3-b]pyridine), C(C)(CC)[Li] (sec-butyllithium), ClC(=O)OCC1=CC=CC=C1 (benzyl chloroformate), [Cl-].[NH4+] (ammonium chloride). Run in O1CCCC1 (tetrahydrofuran), O1CCCC1 (tetrahydrofuran). Procedure: To a reaction solution of 4-Chloro-1-(triisopropylsilyl)-1H-pyrrolo[2,3-b]pyridine (2.26 g) in tetrahydrofuran (16 ml) was added sec-butyllithium (14.6 ml) dropwise in nitrogen atmosphere at −78° C. After the mixture was stirred at the same temperature for 30 minutes, a solution of benzyl chloroformate (2.1 ml) in tetrahydrofuran (16 ml) was added dropwise to the reaction mixture at −78° C. Furthermore, the reaction solution was stirred at −78° C. for 15 minutes, neutralized with saturated aqueo... Product: ClC1=C2C(=NC=C1C(=O)OCC1=CC=CC=C1)NC=C2 (benzyl 4-chloro-1H-pyrrolo[2,3-b]pyridine-5-carboxylate). RXN SMILES: [Cl:1][C:2]1[CH:7]=[CH:6][N:5]=[C:4]2[N:8]([Si](C(C)C)(C(C)C)C(C)C)[CH:9]=[CH:10][C:3]=12.C([Li])(CC)C.Cl[C:27]([O:29][CH2:30][C:31]1[CH:36]=[CH:35][CH:34]=[CH:33][CH:32]=1)=[O:28].[Cl-].[NH4+]>O1CCCC1>[Cl:1][C:2]1[C:7]([C:27]([O:29][CH2:30][C:31]2[CH:36]=[CH:35][CH:34]=[CH:33][CH:32]=2)=[O:28])=[CH:6][N:5]=[C:4]2[NH:8][CH:9]=[CH:10][C:3]=12 |f:3.4|. Reactants: C(N)(=O)C=1C=CC(=C2C3=C(NC12)C=NC(=C3)C(=O)OCC)C3=C(C(=CC=C3)N3C=NC1=CC=CC=C1C3=O)C (ethyl 8-carbamoyl-5-(2-methyl-3-(4-oxoquinazolin-3(4H)-yl)phenyl)-9H-pyrido[3,4-b]indole-3-carboxylate), O.[OH-].[Li+] (lithium hydroxide monohydrate). The solvent is C1CCOC1.C(C)O.O (THF ethanol water). Conditions: temperature 50 celsius, time 18 hour. The product is C(N)(=O)C=1C=CC(=C2C3=C(NC12)C=NC(=C3)C(=O)O)C3=C(C(=CC=C3)N3C=NC1=CC=CC=C1C3=O)C (8-Carbamoyl-5-(2-methyl-3-(4-oxoquinazolin-3(4H)-yl)phenyl)-9H-pyrido[3,4-b]indole-3-carboxylic acid). The yield is 83.4%. Reaction SMILES: [C:1]([C:4]1[CH:5]=[CH:6][C:7]([C:22]2[CH:27]=[CH:26][CH:25]=[C:24]([N:28]3[C:37](=[O:38])[C:36]4[C:31](=[CH:32][CH:33]=[CH:34][CH:35]=4)[N:30]=[CH:29]3)[C:23]=2[CH3:39])=[C:8]2[C:12]=1[NH:11][C:10]1[CH:13]=[N:14][C:15]([C:17]([O:19]CC)=[O:18])=[CH:16][C:9]2=1)(=[O:3])[NH2:2].O.[OH-].[Li+]>C1COCC1.C(O)C.O>[C:1]([C:4]1[CH:5]=[CH:6][C:7]([C:22]2[CH:27]=[CH:26][CH:25]=[C:24]([N:28]3[C:37](=[O:38])[C:36]4[C:31](=[CH:32][CH:33]=[CH:34][CH:35]=4)[N:30]=[CH:29]3)[C:23]=2[CH3:39])=[C:8]2[C:12]=1[NH:11][C:10]1[CH:13]=[N:14][C:15]([C:17]([OH:19])=[O:18])=[CH:16][C:9]2=1)(=[O:3])[NH2:2] |f:1.2.3,4.5.6|. Procedure: A solution of ethyl 8-carbamoyl-5-(2-methyl-3-(4-oxoquinazolin-3(4H)-yl)phenyl)-9H-pyrido[3,4-b]indole-3-carboxylate (0.26 g, 0.502 mmol) and lithium hydroxide monohydrate (0.070 g, 1.757 mmol) in THF-ethanol-water (3:1:1, 20.10 mL) was stirred at room temperature overnight. After 18 h, residual starting material was observed by LCMS. The mixture was heated at 50° C. for 2 h, then cooled to room temperature and concentrated. The residue was suspended in water and treated with 1 M aqueous HCl (to... Reactants: ClC=1NC2=C(N1)C=CC=C2 (2-chlorobenzimidazole), NC1CCC2=CC(=CC=C12)Cl (racemic 1-amino-5-chloroindane). Yields the product N1=C(NC2=C1C=CC=C2)NC2CCC1=CC(=CC=C21)Cl (N-(Benzimidazol-2-yl)-5-chloro-1-indanylamine). RXN SMILES: Cl[C:2]1[NH:3][C:4]2[CH:10]=[CH:9][CH:8]=[CH:7][C:5]=2[N:6]=1.[NH2:11][CH:12]1[C:20]2[C:15](=[CH:16][C:17]([Cl:21])=[CH:18][CH:19]=2)[CH2:14][CH2:13]1>>[N:6]1[C:5]2[CH:7]=[CH:8][CH:9]=[CH:10][C:4]=2[NH:3][C:2]=1[NH:11][CH:12]1[C:20]2[C:15](=[CH:16][C:17]([Cl:21])=[CH:18][CH:19]=2)[CH2:14][CH2:13]1. Procedure: The title compound was prepared from 2-chlorobenzimidazole and racemic 1-amino-5-chloroindane (prepared by Procedure B from 5-chloro-1-indanone) by Procedure A (30 min at 170° C.). The product was isolated by preparative LCMS to give the title compound as the free base and as a mixture of enantiomers (white solid, mp 242-243° C.). MS(ES+) m/z 284 ([M+1]+, 100). 1NMR (DMSO-d6) δ 1.92 (m, 1H), 2.55 (m, 1H), 2.83 (m, 1H), 2.95 (m, 1H), 5.32 (m, 1H), 6.81-6.97 (m, 3H), 7.10-7.21 (m, 3H), 10 7.26-7.3... Starting materials: ClC=1C=C(C=CC1Cl)C1=NNC(=N1)N (3-(3,4-dichlorophenyl)-1H-1,2,4-triazol-5-amine), C(C)(=O)N1N=CC2=CC(=CC=C12)C(CC(=O)OCC)=O (ethyl 3-(1-acetyl-1H-indazol-5-yl)-3-oxopropanoate), CC=1C=CC(=CC1)S(=O)(=O)O (TsOH). The solvent is CCCCO (n-BuOH). Reaction conditions: temperature 130 celsius, time 36 hour. Yields the product ClC=1C=C(C=CC1Cl)C1=NN2C(NC(=CC2=O)C=2C=C3C=NNC3=CC2)=N1 (2-(3,4-dichlorophenyl)-5-(1H-indazol-5-yl)-[1,2,4]triazolo[1,5-α]pyrimidin-7(4H)-one). Yield: 16.6%. Reaction SMILES: [Cl:1][C:2]1[CH:3]=[C:4]([C:9]2[N:13]=[C:12]([NH2:14])[NH:11][N:10]=2)[CH:5]=[CH:6][C:7]=1[Cl:8].C([N:18]1[C:26]2[C:21](=[CH:22][C:23]([C:27](=O)[CH2:28][C:29](OCC)=[O:30])=[CH:24][CH:25]=2)[CH:20]=[N:19]1)(=O)C.CC1C=CC(S(O)(=O)=O)=CC=1>CCCCO>[Cl:1][C:2]1[CH:3]=[C:4]([C:9]2[N:13]=[C:12]3[NH:14][C:27]([C:23]4[CH:22]=[C:21]5[C:26](=[CH:25][CH:24]=4)[NH:18][N:19]=[CH:20]5)=[CH:28][C:29](=[O:30])[N:11]3[N:10]=2)[CH:5]=[CH:6][C:7]=1[Cl:8]. Procedure: To a solution of 3-(3,4-dichlorophenyl)-1H-1,2,4-triazol-5-amine (100 mg, 0.44 mmol) in n-BuOH (1 ml) was added ethyl 3-(1-acetyl-1H-indazol-5-yl)-3-oxopropanoate (300 mg, 1.00 mmol) and TsOH (5 mg, 0.03 mmol), and the resulting mixture was stirred for 36 h at 130° C. The solids were collected by filtration and washed with methanol (10 ml) to afford 2-(3,4-dichlorophenyl)-5-(1H-indazol-5-yl)-[1,2,4]triazolo[1,5-α]pyrimidin-7(4H)-one as a light yellow solid (29 mg, 17%).